This data is from the Open Reaction Database (ORD), a public repository of structured organic reaction records. The task is: describe an organic reaction: reactants, conditions, products, and yield Starting materials: O=CO, Cc1cc(CC(OC(=O)N2CCC(N3Cc4ccccc4NC3=O)CC2)c2cccc(OC(C)(C)C)n2)cc2cn[nH]c12, O. Product: Cc1cc(CC(OC(=O)N2CCC(N3Cc4ccccc4NC3=O)CC2)c2cccc(=O)[nH]2)cc2cn[nH]c12. RXN SMILES: [CH:44]([OH:45])=[O:46].[O:1]=[C:2]1[NH:3][c:4]2[cH:5][cH:6][cH:7][cH:8][c:9]2[CH2:10][N:11]1[CH:12]1[CH2:13][CH2:14][N:15]([C:18](=[O:19])[O:20][CH:21]([CH2:22][c:23]2[cH:24][c:25]3[cH:26][n:27][nH:28][c:29]3[c:30]([CH3:32])[cH:31]2)[c:33]2[n:34][c:35]([O:39][C:40]([CH3:41])([CH3:42])[CH3:43])[cH:36][cH:37][cH:38]2)[CH2:16][CH2:17]1.[OH2:47]>>[O:1]=[C:2]1[NH:3][c:4]2[cH:5][cH:6][cH:7][cH:8][c:9]2[CH2:10][N:11]1[CH:12]1[CH2:13][CH2:14][N:15]([C:18](=[O:19])[O:20][CH:21]([CH2:22][c:23]2[cH:24][c:25]3[cH:26][n:27][nH:28][c:29]3[c:30]([CH3:32])[cH:31]2)[c:33]2[nH:34][c:35](=[O:39])[cH:36][cH:37][cH:38]2)[CH2:16][CH2:17]1. Starting materials: C(C)(C)(C)OC(NCCCN(C)C=1C=CC=2N(N1)C(=CN2)Br)=O ({3-[(3-bromo-imidazo[1,2-b]pyridazin-6-yl)-methyl-amino]-propyl}-carbamic acid tert-butyl ester), C(C)(=O)C1=CC=C(S1)B(O)O (5-acetyl-2-thiopheneboronic acid), O.[O-]P(=O)([O-])[O-].[K+].[K+].[K+] (potassium phosphate tribasic monohydrate), ClCCl (dichloromethane). The reagents and catalysts are C1=CC=C(C=C1)P([C-]2C=CC=C2)C3=CC=CC=C3.C1=CC=C(C=C1)P([C-]2C=CC=C2)C3=CC=CC=C3.Cl[Pd]Cl.[Fe+2] ([1,1′-bis(diphenylphosphino)ferrocene]dichloropalladium(II)). Run in COCCOC (1,2-dimethoxyethane), O (water). Yields the product C(C)(C)(C)OC(NCCCN(C)C=1C=CC=2N(N1)C(=CN2)C=2SC(=CC2)C(C)=O)=O ((3-{[3-(5-Acetyl-thiophen-2-yl)-imidazo[1,2-b]pyridazin-6-yl]-methyl-amino}-propyl)-carbamic acid tert-butyl ester), yellow powder. RXN SMILES: [C:1]([O:5][C:6](=[O:23])[NH:7][CH2:8][CH2:9][CH2:10][N:11]([C:13]1[CH:14]=[CH:15][C:16]2[N:17]([C:19](Br)=[CH:20][N:21]=2)[N:18]=1)[CH3:12])([CH3:4])([CH3:3])[CH3:2].[C:24]([C:27]1[S:31][C:30](B(O)O)=[CH:29][CH:28]=1)(=[O:26])[CH3:25].O.[O-]P([O-])([O-])=O.[K+].[K+].[K+].ClCCl>COCCOC.C1C=CC(P(C2C=CC=CC=2)[C-]2C=CC=C2)=CC=1.C1C=CC(P(C2C=CC=CC=2)[C-]2C=CC=C2)=CC=1.Cl[Pd]Cl.[Fe+2].O>[C:1]([O:5][C:6](=[O:23])[NH:7][CH2:8][CH2:9][CH2:10][N:11]([C:13]1[CH:14]=[CH:15][C:16]2[N:17]([C:19]([C:30]3[S:31][C:27]([C:24](=[O:26])[CH3:25])=[CH:28][CH:29]=3)=[CH:20][N:21]=2)[N:18]=1)[CH3:12])([CH3:4])([CH3:3])[CH3:2] |f:2.3.4.5.6,9.10.11.12|. Procedure details: (3-{[3-(5-Acetyl-thiophen-2-yl)-imidazo[1,2-b]pyridazin-6-yl]-methyl-amino}-propyl)-carbamic acid tert-butyl ester was prepared and isolated similarly to the procedure detailed in example 5.6.17 from a mixture of {3-[(3-bromo-imidazo[1,2-b]pyridazin-6-yl)-methyl-amino]-propyl}-carbamic acid tert-butyl ester (0.5 g, 1.3 mmol), 5-acetyl-2-thiopheneboronic acid [206551-43-1] (0.3 g, 1.5 mmol), potassium phosphate tribasic monohydrate [27176-10-9] (0.5 g, 2.5 mmol), and [1,1′-bis(diphenylphosphino)f... Reactants: CC(C)C[Al+]CC(C)C, CCOC(=O)C=Cc1ccc(OCCc2nc(-c3cccc(C)c3)oc2C)cc1, Cc1ccccc1, CO, ClCCl, [H-], O. Product: Cc1cccc(-c2nc(CCOc3ccc(C=CCO)cc3)c(C)o2)c1. RXN SMILES: [CH2:9]([Al+:10][CH2:11][CH:12]([CH3:13])[CH3:14])[CH:15]([CH3:16])[CH3:17].[CH3:18][c:19]1[c:20]([CH2:31][CH2:32][O:33][c:34]2[cH:35][cH:36][c:37]([CH:38]=[CH:39][C:40](=[O:41])[O:42][CH2:43][CH3:44])[cH:45][cH:46]2)[n:21][c:22](-[c:24]2[cH:25][c:26]([CH3:30])[cH:27][cH:28][cH:29]2)[o:23]1.[CH3:1][c:2]1[cH:3][cH:4][cH:5][cH:6][cH:7]1.[CH3:47][OH:48].[Cl:49][CH2:50][Cl:51].[H-:8].[OH2:52]>>[CH3:18][c:19]1[c:20]([CH2:31][CH2:32][O:33][c:34]2[cH:35][cH:36][c:37]([CH:38]=[CH:39][CH2:40][OH:41])[cH:45][cH:46]2)[n:21][c:22](-[c:24]2[cH:25][c:26]([CH3:30])[cH:27][cH:28][cH:29]2)[o:23]1. Reactants: ClCCCBr, O=C([O-])[O-], CS(C)=O, [Cs+], [Cs+], O, O=c1cc(-c2ccc(C(F)(F)F)cc2)ccn1-c1ccc2[nH]ncc2c1. Product: O=c1cc(-c2ccc(C(F)(F)F)cc2)ccn1-c1ccc2c(cnn2CCCCl)c1. As a reaction SMILES: [Br:27][CH2:28][CH2:29][CH2:30][Cl:31].[C:32](=[O:33])([O-:34])[O-:35].[CH3:38][S:39]([CH3:40])=[O:41].[Cs+:36].[Cs+:37].[OH2:42].[nH:1]1[n:2][cH:3][c:4]2[cH:5][c:6](-[n:10]3[c:11](=[O:26])[cH:12][c:13](-[c:16]4[cH:17][cH:18][c:19]([C:22]([F:23])([F:24])[F:25])[cH:20][cH:21]4)[cH:14][cH:15]3)[cH:7][cH:8][c:9]12>>[n:1]1([CH2:28][CH2:29][CH2:30][Cl:31])[n:2][cH:3][c:4]2[cH:5][c:6](-[n:10]3[c:11](=[O:26])[cH:12][c:13](-[c:16]4[cH:17][cH:18][c:19]([C:22]([F:23])([F:24])[F:25])[cH:20][cH:21]4)[cH:14][cH:15]3)[cH:7][cH:8][c:9]12.